From a dataset of the Open Reaction Database (ORD), a public repository of structured organic reaction records. describe an organic reaction: reactants, conditions, products, and yield Starting materials: CC(C)([O-])C.[K+] (potassium tert-butoxide), [Br-] (bromide), O(C1=CC=CC=C1)C1=CC=C(C=O)C=C1 (4-phenoxybenzaldehyde). The solvent is CCCCCC (hexane), C1CCOC1 (THF). Run at time 30 minute. The product is O(C1=CC=CC=C1)C1=CC=C(C=C)C=C1 (4-Phenoxystyrene). As a reaction SMILES: [Br-].[CH3:2]C(C)([O-])C.[K+].[O:8]([C:15]1[CH:22]=[CH:21][C:18]([CH:19]=O)=[CH:17][CH:16]=1)[C:9]1[CH:14]=[CH:13][CH:12]=[CH:11][CH:10]=1>C1COCC1.CCCCCC>[O:8]([C:15]1[CH:22]=[CH:21][C:18]([CH:19]=[CH2:2])=[CH:17][CH:16]=1)[C:9]1[CH:14]=[CH:13][CH:12]=[CH:11][CH:10]=1 |f:1.2|. Procedure details: To a suspension of methyltriphenylphosphium bromide (7.85 g, 22 mmol) in THF (10 mL) was added potassium tert-butoxide (1.0M solution in THF, 22 mL). After 30 minutes, 4-phenoxybenzaldehyde (3.96 g, 20 mmol) was added to the above mixture. The reaction was diluted with equal volume of hexane after 20 minutes and filtered through silica gel. The residue was rinsed and washed with 20% ether in hexane. Concentration of the filtrate gave the crude product as an off white solid which was used without... The reactants are C1CCOC1, Cl, O=[N+]([O-])c1cc(CO)cc(C(F)(F)F)c1, [Na+], O=C([O-])O. The product is Nc1cc(CO)cc(C(F)(F)F)c1. RXN SMILES: [CH2:22]1[O:23][CH2:24][CH2:25][CH2:26]1.[ClH:16].[N+:1]([O-:2])(=[O:3])[c:4]1[cH:5][c:6]([CH2:14][OH:15])[cH:7][c:8]([C:10]([F:11])([F:12])[F:13])[cH:9]1.[Na+:21].[O-:17][C:18]([OH:19])=[O:20]>>[NH2:1][c:4]1[cH:5][c:6]([CH2:14][OH:15])[cH:7][c:8]([C:10]([F:11])([F:12])[F:13])[cH:9]1.